This data is from the Open Reaction Database (ORD), a public repository of structured organic reaction records. The task is: describe an organic reaction: reactants, conditions, products, and yield Starting materials: ClC1=NC=C(C(=O)OCC)C=C1 (ethyl 6-chloronicotinate), O1CCC(CC1)CO (tetrahydro-2H-pyran-4-ylmethanol). The product is O1CCC(CC1)COC1=NC=C(C(=O)O)C=C1 (6-(tetrahydro-2H-pyran-4-ylmethoxy)nicotinic acid). Isolated yield 60.0%. RXN SMILES: Cl[C:2]1[CH:12]=[CH:11][C:5]([C:6]([O:8]CC)=[O:7])=[CH:4][N:3]=1.[O:13]1[CH2:18][CH2:17][CH:16]([CH2:19][OH:20])[CH2:15][CH2:14]1>>[O:13]1[CH2:18][CH2:17][CH:16]([CH2:19][O:20][C:2]2[CH:12]=[CH:11][C:5]([C:6]([OH:8])=[O:7])=[CH:4][N:3]=2)[CH2:15][CH2:14]1. Reported procedure: The title compound was synthesized as described for Intermediate example I-92 in 60% yield starting from ethyl 6-chloronicotinate and tetrahydro-2H-pyran-4-ylmethanol; 1H NMR (400 MHz, DMSO-d6) δ ppm 8.70 (d, 1 H), 8.13 (dd, 1 H), 6.89 (d, 1 H), 4.19 (d, 2 H), 3.86 (dd, 2 H), 3.09-3.50 (m, 2 H, obscured by H2O), 1.95-2.10 (m, 1 H), 1.59-1.70 (m, 2 H), 1.25-1.40 (m, 2 H); MS (ESI) m/z 236[M−H+].